From a dataset of the Open Reaction Database (ORD), a public repository of structured organic reaction records. describe an organic reaction: reactants, conditions, products, and yield Starting materials: C1CCOC1, [Na+], [OH-], CCOC(=O)Cc1ccc(Nc2nc3ccccc3o2)c(Cl)c1. Yields the product O=C(O)Cc1ccc(Nc2nc3ccccc3o2)c(Cl)c1. RXN SMILES: [CH2:26]1[O:27][CH2:28][CH2:29][CH2:30]1.[Na+:25].[OH-:24].[o:1]1[c:2]([NH:10][c:11]2[c:12]([Cl:23])[cH:13][c:14]([CH2:17][C:18](=[O:19])[O:20][CH2:21][CH3:22])[cH:15][cH:16]2)[n:3][c:4]2[c:5]1[cH:6][cH:7][cH:8][cH:9]2>>[o:1]1[c:2]([NH:10][c:11]2[c:12]([Cl:23])[cH:13][c:14]([CH2:17][C:18](=[O:19])[OH:20])[cH:15][cH:16]2)[n:3][c:4]2[c:5]1[cH:6][cH:7][cH:8][cH:9]2. Reactants: CI, COc1ccc(NS(C)(=O)=O)c(C)c1, Cl, [H-], [Na+], CN(C)C=O. Yields the product COc1ccc(N(C)S(C)(=O)=O)c(C)c1. Reaction SMILES: [CH3:17][I:18].[CH3:1][O:2][c:3]1[cH:4][c:5]([CH3:14])[c:6]([NH:9][S:10](=[O:11])(=[O:12])[CH3:13])[cH:7][cH:8]1.[ClH:24].[H-:15].[Na+:16].[O:19]=[CH:20][N:21]([CH3:22])[CH3:23]>>[CH3:1][O:2][c:3]1[cH:4][c:5]([CH3:14])[c:6]([N:9]([S:10](=[O:11])(=[O:12])[CH3:13])[CH3:17])[cH:7][cH:8]1. The reactants are [Na] (sodium), CC1=CC=C(CBr)C=C1 (p-methylbenzyl bromide), [OH-].[K+] (potassium hydroxide), CC(C(=O)OCC)C(=O)OCC (diethyl 2-methylmalonate), ester. Run in C(C)O (ethanol), O (water). Conditions: time 15 minute. Yields the product CC1=CC=C(C=C1)CC(C(=O)O)C (3-(4-methylphenyl)-2-methylpropionic acid), C(=O)=O (CO2). Reaction SMILES: [Na].[CH3:2][CH:3]([C:9](OCC)=O)[C:4]([O:6]CC)=[O:5].[CH3:14][C:15]1[CH:22]=[CH:21][C:18](CBr)=[CH:17][CH:16]=1.[OH-].[K+]>C(O)C.O>[CH3:14][C:15]1[CH:22]=[CH:21][C:18]([CH2:9][CH:3]([CH3:2])[C:4]([OH:6])=[O:5])=[CH:17][CH:16]=1.[C:4](=[O:6])=[O:5] |f:3.4,^1:0|. Procedure: In a three-necked round-bottom 2000 ml flask equipped with a reflux condenser, a pressure-equalizing dropping funnel, and magnetic stirring bar, 18.9 g (0.82 mol) of sodium metal was dissolved in 450 ml of dry ethanol. To the resulting solution, 137 g (0.79 mol) of diethyl 2-methylmalonate was added dropwise within 15 minutes. This mixture was stirred for 15 minutes; then, 146 g (0.79 mol) of p-methylbenzyl bromide was added with vigorous stirring at a rate that allowed the reaction mixture to m...